The task is: describe an organic reaction: reactants, conditions, products, and yield. This data is from the Open Reaction Database (ORD), a public repository of structured organic reaction records. Run in CS(=O)C (dimethyl sulfoxide), BrCCC (1-bromopropane), CS(=O)C (dimethyl sulfoxide), CS(=O)C (dimethyl sulfoxide). Reaction SMILES: [F:1][C:2]1[CH:7]=[C:6]([CH:8]2[CH2:13][CH2:12][CH:11]([CH2:14][CH2:15][CH2:16][CH2:17][CH3:18])[CH2:10][CH2:9]2)[CH:5]=[CH:4][C:3]=1[CH:19]1[CH2:24][CH2:23][CH:22]([CH:25]2[CH2:30][CH2:29][CH:28]([OH:31])[CH2:27][CH2:26]2)[CH2:21][CH2:20]1.[H-].[Na+].O.[C:35]1(C)[CH:40]=CC=C[CH:36]=1>BrCCC.CS(C)=O>[F:1][C:2]1[CH:7]=[C:6]([CH:8]2[CH2:13][CH2:12][CH:11]([CH2:14][CH2:15][CH2:16][CH2:17][CH3:18])[CH2:10][CH2:9]2)[CH:5]=[CH:4][C:3]=1[CH:19]1[CH2:24][CH2:23][CH:22]([CH:25]2[CH2:26][CH2:27][CH:28]([O:31][CH2:36][CH2:35][CH3:40])[CH2:29][CH2:30]2)[CH2:21][CH2:20]1 |f:1.2|. Conditions: temperature 60 celsius, time 1 hour. Yields the product FC1=C(C=CC(=C1)C1CCC(CC1)CCCCC)C1CCC(CC1)C1CCC(CC1)OCCC (4-[2-fluoro-4-(4-pentyl-cyclohexyl)-phenyl]-4′-propoxybicyclohexane). Reactants: FC1=C(C=CC(=C1)C1CCC(CC1)CCCCC)C1CCC(CC1)C1CCC(CC1)O (4′-(2-fluoro-4-(4-pentylcyclohexyl)phenyl)bi(cyclohexane)-4-ol), [H-].[Na+] (sodium hydride), O (water), C1(=CC=CC=C1)C (toluene). Procedure: The compound (15) (8.2 g), dimethyl sulfoxide (40 ml) and sodium hydride (1.0 g) were put in a reaction vessel under a nitrogen atmosphere, and heated to 60° C. The stirring was continued for 1 hour, and then a dimethyl sulfoxide solution in which 1-bromopropane (16) (2.6 g) was dissolved in dimethyl sulfoxide (5 ml) was added dropwise thereto, and the mixture was heated to 120° C. The stirring was continued for 2 hours, and then the mixture was cooled slowly to room temperature, and water (200 ... Procedure details: A mixture of 3-benzyloxy-4-diisobutylaminocarbonyl-6-methyl-1-tert-butyloxycarbonylmethyl-2-pyridinone from step 4 above (0.80 g) and 10% Pd on carbon (180 mg) in ethanol (40 mL) was shaken on a Parr apparatus under an atmosphere of hydrogen (50 psi) for 18 h. The catalyst was removed by filtration and the filtrate solvents were removed in vacuo to give the title compound (0.608 g; Reagents/catalysts: [Pd] (Pd on carbon). Reactants: C(C1=CC=CC=C1)OC=1C(N(C(=CC1C(=O)N(CC(C)C)CC(C)C)C)CC(=O)OC(C)(C)C)=O (3-Benzyloxy-4-diisobutylaminocarbonyl-6-methyl-1-tert-butyloxycarbonylmethyl-2-pyridinone). As a reaction SMILES: C([O:8][C:9]1[C:10](=[O:35])[N:11]([CH2:27][C:28]([O:30][C:31]([CH3:34])([CH3:33])[CH3:32])=[O:29])[C:12]([CH3:26])=[CH:13][C:14]=1[C:15]([N:17]([CH2:22][CH:23]([CH3:25])[CH3:24])[CH2:18][CH:19]([CH3:21])[CH3:20])=[O:16])C1C=CC=CC=1>C(O)C.[Pd]>[OH:8][C:9]1[C:10](=[O:35])[N:11]([CH2:27][C:28]([O:30][C:31]([CH3:34])([CH3:32])[CH3:33])=[O:29])[C:12]([CH3:26])=[CH:13][C:14]=1[C:15]([N:17]([CH2:22][CH:23]([CH3:24])[CH3:25])[CH2:18][CH:19]([CH3:21])[CH3:20])=[O:16]. Run at time 18 hour. The product is OC=1C(N(C(=CC1C(=O)N(CC(C)C)CC(C)C)C)CC(=O)OC(C)(C)C)=O (3-Hydroxy-4-diisobutylaminocarbonyl-6-methyl-1-tert-butyloxycarbonylmethyl-2-pyridinone). Run in C(C)O (ethanol). Starting materials: COc1cc(OC)c(OC)cc1C=O, CCO, N#CCc1cccc(Cl)c1, [Na+], [OH-]. Product: COc1cc(OC)c(OC)cc1C=C(C#N)c1cccc(Cl)c1. RXN SMILES: [CH3:11][O:12][c:13]1[c:14]([CH:15]=[O:16])[cH:17][c:18]([O:23][CH3:24])[c:19]([O:21][CH3:22])[cH:20]1.[CH3:27][CH2:28][OH:29].[Cl:1][c:2]1[cH:3][c:4]([CH2:8][C:9]#[N:10])[cH:5][cH:6][cH:7]1.[Na+:26].[OH-:25]>>[Cl:1][c:2]1[cH:3][c:4]([C:8]([C:9]#[N:10])=[CH:15][c:14]2[c:13]([O:12][CH3:11])[cH:20][c:19]([O:21][CH3:22])[c:18]([O:23][CH3:24])[cH:17]2)[cH:5][cH:6][cH:7]1. Starting materials: COC=1C=C2CCCC(C2=CC1)(C)C (6-methoxy-1,1-dimethyl-1,2,3,4-tetrahydronaphthalene), B(Br)(Br)Br (boron tribromide). Run in C(Cl)Cl (methylene chloride), C(Cl)Cl (methylene chloride). Conditions: temperature 0 celsius, time 2 hour. Product: CC1(C=2C=CC(=CC2CCC1)O)C (5,5-Dimethyl-5,6,7,8-tetrahydronaphthalen-2-ol). Yield: 94.6%. As a reaction SMILES: C[O:2][C:3]1[CH:4]=[C:5]2[C:10](=[CH:11][CH:12]=1)[C:9]([CH3:14])([CH3:13])[CH2:8][CH2:7][CH2:6]2.B(Br)(Br)Br>C(Cl)Cl>[CH3:13][C:9]1([CH3:14])[CH2:8][CH2:7][CH2:6][C:5]2[CH:4]=[C:3]([OH:2])[CH:12]=[CH:11][C:10]1=2. Procedure details: To a methylene chloride (10 ml) solution of 6-methoxy-1,1-dimethyl-1,2,3,4-tetrahydronaphthalene (Tetrahedron, 1994, 50, 3297) (2.28 g, 12.0 mmol) was added methylene chloride solution of boron tribromide (1M, 24 mL, 24.0 mmol) at 0° C. The mixture was stirred at 0° C. for 2 hours. The reaction mixture was then quenched with methanol and then the solvent was removed under reduced pressure to give a residue, which was applied to a silica gel chromatography column and eluted with ethyl acetate/hex... Starting materials: [N+](=[N-])=CC(=O)OCC (ethyl diazoacetate), CC1C(C=CC(C1)=O)(C1=CC=CC=C1)C1=CC=CC=C1 (5-methyl-4,4-diphenylcyclohex-2-enone), C(C)(C)[N-]C(C)C.[Li+] (lithium diisopropylamide), C(CCC)[Li] (n-butyllithium), C(C)(C)NC(C)C (diisopropylamine). Solvent: C(C)OCC (ethyl ether), C(C)(=O)O (acetic acid), O1CCCC1 (tetrahydrofuran), O1CCCC1 (tetrahydrofuran). Run at temperature -70 celsius, time 2 hour. Procedure: 0.41 cm3 of ethyl diazoacetate is added dropwise to a solution, cooled to −78° C., of 0.8 g of 5-methyl-4,4-diphenylcyclohex-2-enone, which may be obtained according to J. Amer. Chem. Soc. 1995, 107, 5245–61, in 30 cm3 of tetrahydrofuran, followed by slow addition of 11.67 cm3 of lithium diisopropylamide solution prepared from 3 cm3 of 1.6M n-butyllithium and 0.67 cm3 of diisopropylamine in solution in 8 cm3 of tetrahydrofuran. After stirring the reaction mixture at a temperature in the region o... Reaction SMILES: [N+:1](=[CH:3][C:4]([O:6][CH2:7][CH3:8])=[O:5])=[N-:2].[CH3:9][CH:10]1[CH2:15][C:14](=O)[CH:13]=[CH:12][C:11]1([C:23]1[CH:28]=[CH:27][CH:26]=[CH:25][CH:24]=1)[C:17]1[CH:22]=[CH:21][CH:20]=[CH:19][CH:18]=1.C([N-]C(C)C)(C)C.[Li+].C([Li])CCC.C(NC(C)C)(C)C>O1CCCC1.C(OCC)C.C(O)(=O)C>[CH3:9][CH:10]1[C:15]2[NH:2][N:1]=[C:3]([C:4]([O:6][CH2:7][CH3:8])=[O:5])[C:14]=2[CH:13]=[CH:12][C:11]1([C:23]1[CH:28]=[CH:27][CH:26]=[CH:25][CH:24]=1)[C:17]1[CH:18]=[CH:19][CH:20]=[CH:21][CH:22]=1 |f:2.3|. Yields the product CC1C(C=CC=2C(=NNC12)C(=O)OCC)(C1=CC=CC=C1)C1=CC=CC=C1 (ethyl 7-methyl-6,6-diphenyl-6,7-dihydro-1H-indazole-3-carboxylate). Reactants: FC=1C(=C(C=CC1)[C@@H](C[C@@](C=O)(C(F)(F)F)O)C)OC ((2R*,4R*)-4-(3-fluoro-2-methoxyphenyl)-2-hydroxy-2-(trifluoromethyl)pentanal), NC1=C2C=NC(=NC2=C(C(=C1)F)F)C (5-amino-7,8-difluoro-2-methylquinazoline). Reaction SMILES: [F:1][C:2]1[C:3]([O:19][CH3:20])=[C:4]([C@H:8]([CH3:18])[CH2:9][C@:10]([OH:17])([C:13]([F:16])([F:15])[F:14])[CH:11]=O)[CH:5]=[CH:6][CH:7]=1.[NH2:21][C:22]1[CH:31]=[C:30]([F:32])[C:29]([F:33])=[C:28]2[C:23]=1[CH:24]=[N:25][C:26]([CH3:34])=[N:27]2>[O-]CC.[O-]CC.[O-]CC.[O-]CC.[Ti+4]>[F:32][C:30]1[C:29]([F:33])=[C:28]2[C:23]([CH:24]=[N:25][C:26]([CH3:34])=[N:27]2)=[C:22]([N:21]=[CH:11][C@:10]([C:13]([F:14])([F:15])[F:16])([OH:17])[CH2:9][C@H:8]([C:4]2[CH:5]=[CH:6][CH:7]=[C:2]([F:1])[C:3]=2[O:19][CH3:20])[CH3:18])[CH:31]=1 |f:2.3.4.5.6|. Reported procedure: In the same way as in Example 1, 150 mg (0.5 mmol) of (2R*,4R*)-4-(3-fluoro-2-methoxyphenyl)-2-hydroxy-2-(trifluoromethyl)pentanal, 100 mg (0.51 mmol) of 5-amino-7,8-difluoro-2-methylquinazoline and 0.2 ml of titanium tetraethoxide are reacted to give (2R*,4R*)-1-[(7,8-difluoro-2-methylquinazolin-5-yl)imino]-4-(3-fluoro-2-methoxyphenyl)-2-(trifluoromethyl)pentan-2-ol. 240 mg of resultant crude imine are cyclized in the same way as in Example 1 at −30° C. using 4 ml (4 mmol) of 1 M boron tribromi... Product: FC1=CC(=C2C=NC(=NC2=C1F)C)N=C[C@@](C[C@@H](C)C1=C(C(=CC=C1)F)OC)(O)C(F)(F)F ((2R*,4R*)-1-[(7,8-difluoro-2-methylquinazolin-5-yl)imino]-4-(3-fluoro-2-methoxyphenyl)-2-(trifluoromethyl)pentan-2-ol). The reagents and catalysts are [O-]CC.[O-]CC.[O-]CC.[O-]CC.[Ti+4] (titanium tetraethoxide). Product: COc1cc(Nc2ccccc2N)ccc1C(=O)c1ccccc1C. As a reaction SMILES: [CH3:1][O:2][c:3]1[c:4]([C:5](=[O:6])[c:7]2[c:8]([CH3:13])[cH:9][cH:10][cH:11][cH:12]2)[cH:14][cH:15][c:16]([NH:18][c:19]2[c:20]([N+:25]([O-:26])=[O:27])[cH:21][cH:22][cH:23][cH:24]2)[cH:17]1.[CH3:29][OH:30].[NH4+:28]>>[CH3:1][O:2][c:3]1[c:4]([C:5](=[O:6])[c:7]2[c:8]([CH3:13])[cH:9][cH:10][cH:11][cH:12]2)[cH:14][cH:15][c:16]([NH:18][c:19]2[c:20]([NH2:25])[cH:21][cH:22][cH:23][cH:24]2)[cH:17]1. The reactants are COc1cc(Nc2ccccc2[N+](=O)[O-])ccc1C(=O)c1ccccc1C, CO, [NH4+].